Dataset: the Open Reaction Database (ORD), a public repository of structured organic reaction records. Task: describe an organic reaction: reactants, conditions, products, and yield Starting materials: CC(C)(C)C(=O)Nc1cccc(F)n1, CC(C)(C)OC(=O)N1CCC(CCC=O)CC1, C1CCOC1. Product: CC(C)(C)OC(=O)N1CCC(CCC(O)c2ccc(NC(=O)C(C)(C)C)nc2F)CC1. Reaction SMILES: [F:1][c:2]1[cH:3][cH:4][cH:5][c:6]([NH:8][C:9]([C:10]([CH3:11])([CH3:12])[CH3:13])=[O:14])[n:7]1.[O:15]=[CH:16][CH2:17][CH2:18][CH:19]1[CH2:20][CH2:21][N:22]([C:25](=[O:26])[O:27][C:28]([CH3:29])([CH3:30])[CH3:31])[CH2:23][CH2:24]1.[O:32]1[CH2:33][CH2:34][CH2:35][CH2:36]1>>[F:1][c:2]1[c:3]([CH:16]([OH:15])[CH2:17][CH2:18][CH:19]2[CH2:20][CH2:21][N:22]([C:25](=[O:26])[O:27][C:28]([CH3:29])([CH3:30])[CH3:31])[CH2:23][CH2:24]2)[cH:4][cH:5][c:6]([NH:8][C:9]([C:10]([CH3:11])([CH3:12])[CH3:13])=[O:14])[n:7]1. Yields the product CCc1ccc(Cc2ccccc2O)cc1. Reaction SMILES: [CH2:8]([CH3:9])[c:10]1[cH:11][cH:12][c:13]([CH2:14][Cl:15])[cH:16][cH:17]1.[OH:1][c:2]1[cH:3][cH:4][cH:5][cH:6][cH:7]1>>[OH:1][c:2]1[c:3]([CH2:14][c:13]2[cH:12][cH:11][c:10]([CH2:8][CH3:9])[cH:17][cH:16]2)[cH:4][cH:5][cH:6][cH:7]1. The reactants are CCc1ccc(CCl)cc1, Oc1ccccc1.